Dataset: the Open Reaction Database (ORD), a public repository of structured organic reaction records. Task: describe an organic reaction: reactants, conditions, products, and yield Reactants: FC1=CC=C(CN)C=C1 (4-fluorobenzylamine), ClC=1C2=C(N=C(N1)C1=CC=NC=C1)SC(=C2)Cl (4-chloro-2-(pyridin-4-yl)-6-chloro-thieno-[2,3-d]-pyrimidine). The product is N1=CC=C(C=C1)C=1N=C(C2=C(N1)SC(=C2)Cl)NCC2=CC=C(C=C2)F (2-(pyridin-4-yl)-4-(4-fluorobenzylamino)-6-chloro-thieno-[2,3-d]-pyrimidine). RXN SMILES: [F:1][C:2]1[CH:9]=[CH:8][C:5]([CH2:6][NH2:7])=[CH:4][CH:3]=1.Cl[C:11]1[C:12]2[CH:25]=[C:24]([Cl:26])[S:23][C:13]=2[N:14]=[C:15]([C:17]2[CH:22]=[CH:21][N:20]=[CH:19][CH:18]=2)[N:16]=1>>[N:20]1[CH:19]=[CH:18][C:17]([C:15]2[N:16]=[C:11]([NH:7][CH2:6][C:5]3[CH:8]=[CH:9][C:2]([F:1])=[CH:3][CH:4]=3)[C:12]3[CH:25]=[C:24]([Cl:26])[S:23][C:13]=3[N:14]=2)=[CH:22][CH:21]=1. Procedure details: With the procedure of Example 1, the reaction of 4-fluorobenzylamine with 4-chloro-2-(pyridin-4-yl)-6-chloro-thieno-[2,3-d]-pyrimidine yields 2-(pyridin-4-yl)-4-(4-fluorobenzylamino)-6-chloro-thieno-[2,3-d]-pyrimidine. Starting materials: ClCCl, COc1ccc(CN2C(=O)C(N3C(=O)c4ccccc4C3=O)C2c2ccccc2C2OCCO2)c(OC)c1, CNN. Yields the product COc1ccc(CN2C(=O)C(N)C2c2ccccc2C2OCCO2)c(OC)c1. As a reaction SMILES: [CH2:42]([Cl:43])[Cl:44].[CH3:1][O:2][c:3]1[c:4]([CH2:5][N:6]2[CH:7]([c:22]3[c:23]([CH:28]4[O:29][CH2:30][CH2:31][O:32]4)[cH:24][cH:25][cH:26][cH:27]3)[CH:8]([N:11]3[C:12](=[O:13])[c:14]4[cH:15][cH:16][cH:17][cH:18][c:19]4[C:20]3=[O:21])[C:9]2=[O:10])[cH:33][cH:34][c:35]([O:37][CH3:38])[cH:36]1.[CH3:39][NH:40][NH2:41]>>[CH3:1][O:2][c:3]1[c:4]([CH2:5][N:6]2[CH:7]([c:22]3[c:23]([CH:28]4[O:29][CH2:30][CH2:31][O:32]4)[cH:24][cH:25][cH:26][cH:27]3)[CH:8]([NH2:11])[C:9]2=[O:10])[cH:33][cH:34][c:35]([O:37][CH3:38])[cH:36]1. The reactants are CCOC(=O)c1cc(-c2ccccc2)sc1Cl, CCO, [Na+], [OH-]. Product: O=C(O)c1cc(-c2ccccc2)sc1Cl. Reaction SMILES: [CH2:1]([CH3:2])[O:3][C:4](=[O:5])[c:6]1[c:7]([Cl:17])[s:8][c:9](-[c:11]2[cH:12][cH:13][cH:14][cH:15][cH:16]2)[cH:10]1.[CH3:20][CH2:21][OH:22].[Na+:19].[OH-:18]>>[O:3]=[C:4]([OH:5])[c:6]1[c:7]([Cl:17])[s:8][c:9](-[c:11]2[cH:12][cH:13][cH:14][cH:15][cH:16]2)[cH:10]1. Reactants: COc1cc2nccc(Cl)c2cc1C(=O)Cl, N, C1CCOC1, O, O. Yields the product COc1cc2nccc(Cl)c2cc1C(N)=O. Reaction SMILES: [CH3:1][O:2][c:3]1[c:4]([C:14](=[O:15])[Cl:16])[cH:5][c:6]2[c:7]([Cl:13])[cH:8][cH:9][n:10][c:11]2[cH:12]1.[NH3:18].[O:20]1[CH2:21][CH2:22][CH2:23][CH2:24]1.[OH2:17].[OH2:19]>>[CH3:1][O:2][c:3]1[c:4]([C:14](=[O:15])[NH2:18])[cH:5][c:6]2[c:7]([Cl:13])[cH:8][cH:9][n:10][c:11]2[cH:12]1. Reactants: CC1=CC2=C(C=C1)OCC(=O)CO2 (Calone), S1C(=CC=C1)C=O (thiophene-2-carbaldehyde). Yields the product CC1=CC2=C(O\C(\C(/C(/O2)=C/C=2SC=CC2)=O)=C/C=2SC=CC2)C=C1 (7-methyl-2,4-bis[1-thiophen-2-yl-meth-(Z)-ylidene]benzo[b]-1,4-dioxepin-3-one). As a reaction SMILES: [CH3:1][C:2]1[CH:7]=[CH:6][C:5]2[O:8][CH2:9][C:10]([CH2:12][O:13][C:4]=2[CH:3]=1)=[O:11].[S:14]1[CH:18]=[CH:17][CH:16]=[C:15]1[CH:19]=O>>[CH3:1][C:2]1[CH:7]=[CH:6][C:5]2[O:8]/[C:9](=[CH:19]\[C:15]3[S:14][CH:18]=[CH:17][CH:16]=3)/[C:10](=[O:11])/[C:12](=[CH:19]/[C:15]3[S:14][CH:18]=[CH:17][CH:16]=3)/[O:13][C:4]=2[CH:3]=1. Procedure: Calone is reacted with thiophene-2-carbaldehyde analogously to the reaction conditions of Example 1, giving 7-methyl-2,4-bis[1-thiophen-2-yl-meth-(Z)-ylidene]benzo[b]-1,4-dioxepin-3-one. Yield: 52.8%. The solvent is CN(C=O)C (N,N-dimethylformamide). As a reaction SMILES: [Cl:1][C:2]1[CH:7]=[C:6]([F:8])[C:5]([N+:9]([O-:11])=[O:10])=[CH:4][C:3]=1[OH:12].[Cl:13][C:14]([CH2:16]Cl)=[CH2:15].C(=O)([O-])[O-].[K+].[K+].O>CN(C)C=O>[Cl:1][C:2]1[C:3]([O:12][CH2:16][C:14]([Cl:13])=[CH2:15])=[CH:4][C:5]([N+:9]([O-:11])=[O:10])=[C:6]([F:8])[CH:7]=1 |f:2.3.4|. Product: ClC1=CC(=C(C=C1OCC(=C)Cl)[N+](=O)[O-])F (4-chloro-5-(2-chloro-2-propenyloxy)2-fluoronitrobenzene). Reported procedure: A mixture of 2-chloro-4-fluoro-5-nitrophenol (20.3 g) and 2,3-dichloropropene (11.7 g) was dissolved in N,N-dimethylformamide (200 ml), and potassium carbonate (14.6 g) was added thereto at room temperature, and the resultant mixture was stirred at 80° C. for 2 hours. After cooling to room temperature, the reaction mixture was poured into water and extracted with ethyl acetate. The organic layer was washed with water, dried and concentrated. The residue was purified by silica gelchromatography (... Starting materials: resultant mixture, ClC1=C(C=C(C(=C1)F)[N+](=O)[O-])O (2-chloro-4-fluoro-5-nitrophenol), ClC(=C)CCl (2,3-dichloropropene), O (water), C([O-])([O-])=O.[K+].[K+] (potassium carbonate). Starting materials: CCO, [Cl-], [Fe], O=[N+]([O-])c1cccc2c1ccn2-c1ccnc(NC2CCC(O)CC2)n1, [NH4+], O. The product is Nc1cccc2c1ccn2-c1ccnc(NC2CCC(O)CC2)n1. Reaction SMILES: [CH3:27][CH2:28][OH:29].[Cl-:30].[Fe:32].[N+:1]([O-:2])(=[O:3])[c:4]1[c:5]2[cH:6][cH:7][n:8](-[c:13]3[n:14][c:15]([NH:19][CH:20]4[CH2:21][CH2:22][CH:23]([OH:26])[CH2:24][CH2:25]4)[n:16][cH:17][cH:18]3)[c:9]2[cH:10][cH:11][cH:12]1.[NH4+:31].[OH2:33]>>[NH2:1][c:4]1[c:5]2[cH:6][cH:7][n:8](-[c:13]3[n:14][c:15]([NH:19][CH:20]4[CH2:21][CH2:22][CH:23]([OH:26])[CH2:24][CH2:25]4)[n:16][cH:17][cH:18]3)[c:9]2[cH:10][cH:11][cH:12]1.